This data is from the Open Reaction Database (ORD), a public repository of structured organic reaction records. The task is: describe an organic reaction: reactants, conditions, products, and yield Reactants: N1CC(C1)C1=CC2=C(C=3N=C(SC3CCO2)C=2N(N=C(N2)C)C(C)C)C=C1 (8-azetidin-3-yl-2-(2-isopropyl-5-methyl-2H-[1,2,4]triazol-3-yl)-4,5-dihydro-6-oxa-3-thia-1-aza-benzo[e]azulene), [Si](C)(C)(C(C)(C)C)OCCC=O (3-(tert-butyldimethylsilyloxy)propanal). The product is C(C)(C)N1N=C(N=C1C=1SC=2CCOC3=C(C2N1)C=CC(=C3)C3CN(C3)CCCO)C (3-{3-[2-(2-Isopropyl-5-methyl-2H-[1,2,4]triazol-3-yl)-4,5-dihydro-6-oxa-3-thia-1-aza-benzo[e]azulen-8-yl]-azetidin-1-yl}-propan-1-ol). RXN SMILES: [NH:1]1[CH2:4][CH:3]([C:5]2[CH:27]=[CH:26][C:8]3[C:9]4[N:10]=[C:11]([C:17]5[N:18]([CH:23]([CH3:25])[CH3:24])[N:19]=[C:20]([CH3:22])[N:21]=5)[S:12][C:13]=4[CH2:14][CH2:15][O:16][C:7]=3[CH:6]=2)[CH2:2]1.[Si]([O:35][CH2:36][CH2:37][CH:38]=O)(C(C)(C)C)(C)C>>[CH:23]([N:18]1[C:17]([C:11]2[S:12][C:13]3[CH2:14][CH2:15][O:16][C:7]4[CH:6]=[C:5]([CH:3]5[CH2:4][N:1]([CH2:38][CH2:37][CH2:36][OH:35])[CH2:2]5)[CH:27]=[CH:26][C:8]=4[C:9]=3[N:10]=2)=[N:21][C:20]([CH3:22])=[N:19]1)([CH3:25])[CH3:24]. Reported procedure: Following the procedures for 519, 8-azetidin-3-yl-2-(2-isopropyl-5-methyl-2H-[1,2,4]triazol-3-yl)-4,5-dihydro-6-oxa-3-thia-1-aza-benzo[e]azulene was reacted with 3-(tert-butyldimethylsilyloxy)propanal to give 526. MS(ESI+) 440.2 The reactants are O=C([O-])O, CCCCC, CCOCC, CCOCCl, COc1cccc(OC)c1NC(=O)CCl, [H][H], [KH], [Na+], C1CCOC1. Yields the product CCOCN(C(=O)CCl)c1c(OC)cccc1OC. Reaction SMILES: [C:24](=[O:25])([OH:26])[O-:27].[CH3:29][CH2:30][CH2:31][CH2:32][CH3:33].[CH3:34][CH2:35][O:36][CH2:37][CH3:38].[Cl:19][CH2:20][O:21][CH2:22][CH3:23].[Cl:2][CH2:3][C:4](=[O:5])[NH:6][c:7]1[c:8]([O:15][CH3:16])[cH:9][cH:10][cH:11][c:12]1[O:13][CH3:14].[H:17][H:18].[KH:1].[Na+:28].[O:39]1[CH2:40][CH2:41][CH2:42][CH2:43]1>>[Cl:2][CH2:3][C:4](=[O:5])[N:6]([c:7]1[c:8]([O:15][CH3:16])[cH:9][cH:10][cH:11][c:12]1[O:13][CH3:14])[CH2:20][O:21][CH2:22][CH3:23]. Starting materials: C(C)(C)N1C(C(=CC2=C(C=CC=C12)C)C(=O)NCC1CCN(CC1)C(C(=O)OC(C)(C)C)C)=O (tert-Butyl 2-[4-({[(1-isopropyl-5-methyl-2-oxo-1,2-dihydroquinolin-3-yl)carbonyl]amino}methyl)piperidin-1-yl]propanoate), FC(C(=O)O)(F)F.ClCCl (trifluoroacetic acid dichloromethane). Yields the product Cl.C(C)(C)N1C(C(=CC2=C(C=CC=C12)C)C(=O)NCC1CCN(CC1)C(C(=O)O)C)=O (2-[4-({[(1-Isopropyl-5-methyl-2-oxo-1,2-dihydroquinolin-3-yl)carbonyl]amino}methyl)piperidin-1-yl]propanoic acid hydrochloride). Procedure: A solution of tert-butyl 2-[4-({[(1-isopropyl-5-methyl-2-oxo-1,2-dihydroquinolin-3-yl)carbonyl]amino}methyl)piperidin-1-yl]propanoate (299 mg, 0.64 mmol, step 1) in trifluoroacetic acid/dichloromethane (1:1, 20 mL) was stirred at room temperature for 16 h. Then, the solvent was removed in vacuo. To the residue was added 10% hydrogen chloride in methanol, and evaporated in vacuo. This was repeated three times to give 295 mg (quant.) of the title compound as a yellow amorphous. RXN SMILES: [CH:1]([N:4]1[C:13]2[C:8](=[C:9]([CH3:14])[CH:10]=[CH:11][CH:12]=2)[CH:7]=[C:6]([C:15]([NH:17][CH2:18][CH:19]2[CH2:24][CH2:23][N:22]([CH:25]([CH3:33])[C:26]([O:28]C(C)(C)C)=[O:27])[CH2:21][CH2:20]2)=[O:16])[C:5]1=[O:34])([CH3:3])[CH3:2].FC(F)(F)C(O)=O.[Cl:42]CCl>>[ClH:42].[CH:1]([N:4]1[C:13]2[C:8](=[C:9]([CH3:14])[CH:10]=[CH:11][CH:12]=2)[CH:7]=[C:6]([C:15]([NH:17][CH2:18][CH:19]2[CH2:24][CH2:23][N:22]([CH:25]([CH3:33])[C:26]([OH:28])=[O:27])[CH2:21][CH2:20]2)=[O:16])[C:5]1=[O:34])([CH3:3])[CH3:2] |f:1.2,3.4|. Starting materials: CC(C)(C)[Si](C)(C)Cl, CO, CN(C)C=O, O=C(NC(CCO)C(=O)O)OCc1ccccc1, c1c[nH]cn1. Product: CC(C)(C)[Si](C)(C)OCCC(NC(=O)OCc1ccccc1)C(=O)O. As a reaction SMILES: [CH3:1][C:2]([CH3:3])([CH3:4])[Si:5]([CH3:6])([CH3:7])[Cl:8].[CH3:32][OH:33].[CH3:34][N:35]([CH3:36])[CH:37]=[O:38].[c:9]1([CH2:15][O:16][C:17](=[O:18])[NH:19][CH:20]([CH2:21][CH2:22][OH:23])[C:24](=[O:25])[OH:26])[cH:10][cH:11][cH:12][cH:13][cH:14]1.[nH:27]1[cH:28][cH:29][n:30][cH:31]1>>[CH3:1][C:2]([CH3:3])([CH3:4])[Si:5]([CH3:6])([CH3:7])[O:23][CH2:22][CH2:21][CH:20]([NH:19][C:17]([O:16][CH2:15][c:9]1[cH:10][cH:11][cH:12][cH:13][cH:14]1)=[O:18])[C:24](=[O:25])[OH:26]. Starting materials: C(CCC)N(CCCC)CCCC (tributyl amine), C(C1=CC=CO1)O (furfuryl alcohol), C(C)(=O)OC(C)=O (acetic anhydride). Yields the product C(C)(=O)OCC1=CC=CO1 (furfuryl acetate). Isolated yield 98.2%. RXN SMILES: C(N(CCCC)CCCC)CCC.[CH2:14]([OH:20])[C:15]1[O:19][CH:18]=[CH:17][CH:16]=1.[C:21](OC(=O)C)(=[O:23])[CH3:22]>>[C:21]([O:20][CH2:14][C:15]1[O:19][CH:18]=[CH:17][CH:16]=1)(=[O:23])[CH3:22]. Procedure details: First 111.2 g (0.600 mole) tributyl amine and then 196.2 g (2.00 mole) distilled furfuryl alcohol were added to 224.6 g (2.20 mole) acetic anhydride. The temperature was allowed to rise to 35° C and was maintained at that for 5 hours. The mixture weighed 528.7 g and its concentration was 52.05%, i.e., the yield was 98.2%. The crude product was washed 3 times with 200 ml water. 5 ml HCl had been added to the second washing water. 264.7 g furfuryl acetate was obtained and its concentration was 95.... Reactants: N(=C=O)C1=CC=C(C(=O)OC)C=C1 (Methyl 4-isocyanatobenzoate), N1CC(C1)C=1C=NC=CC1 (3-(azetidin-3-yl)pyridine), bistrifluoroacetic acid, C(C)(C)N(CC)C(C)C (diisopropylethylamine). Solvent: ClCCl (dichloromethane). Run at time 2 hour. Yields the product N1=CC(=CC=C1)C1CN(C1)C(=O)NC1=CC=C(C(=O)OC)C=C1 (methyl 4-({[3-(pyridin-3-yl)azetidin-1-yl]carbonyl}amino)benzoate). RXN SMILES: [NH:1]1[CH2:4][CH:3]([C:5]2[CH:6]=[N:7][CH:8]=[CH:9][CH:10]=2)[CH2:2]1.C(N(C(C)C)CC)(C)C.[N:20]([C:23]1[CH:32]=[CH:31][C:26]([C:27]([O:29][CH3:30])=[O:28])=[CH:25][CH:24]=1)=[C:21]=[O:22]>ClCCl>[N:7]1[CH:8]=[CH:9][CH:10]=[C:5]([CH:3]2[CH2:4][N:1]([C:21]([NH:20][C:23]3[CH:32]=[CH:31][C:26]([C:27]([O:29][CH3:30])=[O:28])=[CH:25][CH:24]=3)=[O:22])[CH2:2]2)[CH:6]=1. Procedure details: To a 20 mL vial was added 3-(azetidin-3-yl)pyridine, bistrifluoroacetic acid (75 mg, 0.207 mmol) and diisopropylethylamine (0.109 ml, 0.622 mmol) in dichloromethane (2072 μl. Methyl 4-isocyanatobenzoate (47.7 mg, 0.269 mmol) was added, and the mixture was stirred at room temperature for 2 hours and concentrated by rotary evaporation. The residue was purified by regular phase chromatography to give the title compound. 1H NMR (300 MHz, DMSO-d6) δ 8.90 (s, 1H), 8.57 (d, J=2.1 Hz, 1H), 8.48 (dd, J=4... The reactants are COC(=O)C=1SC(=CC1N(NC(C(F)(F)F)=O)C(=O)C1CCC(CC1)C)C#CC(C)(C)C (5-(3,3-dimethyl-but-1-ynyl)-3-[N-(4-methyl-cyclohexanecarbonyl)-N′-(2,2,2-trifluoro-acetyl)-hydrazino]-thiophene-2-carboxylic acid methyl ester), [OH-].[Na+] (NaOH), Cl (HCl). The solvent is CCOC(=O)C (EtOAc). Run at time 2 hour. The product is CC(C#CC1=CC(=C(S1)C(=O)O)N(N)C(=O)C1CCC(CC1)C)(C)C (5-(3,3-dimethyl-but-1-ynyl)-3-[N-(4-methyl-cyclohexanecarbonyl)-hydrazino]-thiophene-2-carboxylic acid). Yield: 88.2%. As a reaction SMILES: C[O:2][C:3]([C:5]1[S:6][C:7]([C:27]#[C:28][C:29]([CH3:32])([CH3:31])[CH3:30])=[CH:8][C:9]=1[N:10]([C:18]([CH:20]1[CH2:25][CH2:24][CH:23]([CH3:26])[CH2:22][CH2:21]1)=[O:19])[NH:11]C(=O)C(F)(F)F)=[O:4].[OH-].[Na+].Cl>CCOC(C)=O>[CH3:30][C:29]([CH3:31])([CH3:32])[C:28]#[C:27][C:7]1[S:6][C:5]([C:3]([OH:4])=[O:2])=[C:9]([N:10]([C:18]([CH:20]2[CH2:21][CH2:22][CH:23]([CH3:26])[CH2:24][CH2:25]2)=[O:19])[NH2:11])[CH:8]=1 |f:1.2|. Procedure: To a solution of 5-(3,3-dimethyl-but-1-ynyl)-3-[N-(4-methyl-cyclohexanecarbonyl)-N′-(2,2,2-trifluoro-acetyl)-hydrazino]-thiophene-2-carboxylic acid methyl ester (1.6 g, 3.4 mmol) in EtOAc (20 mL) was added NaOH (6.8 mL of 2M aq solution). After 2 h stirring at rt, the reaction was neutralized with 1M HCl aq, extracted with EtOAc, dried over Na2SO4, and concentrated to give 5-(3,3-dimethyl-but-1-ynyl)-3-[N-(4-methyl-cyclohexanecarbonyl)-hydrazino]-thiophene-2-carboxylic acid (1.1 g, 3 mmol) as an... Reactants: O=C([O-])O, Cc1ccc(Oc2ccc(N)cc2C)cn1, CN1CCCC1=O, CCOCCn1ccc2ncnc(Cl)c21, [Na+]. Product: CCOCCn1ccc2ncnc(Nc3ccc(Oc4ccc(C)nc4)c(C)c3)c21. As a reaction SMILES: [C:39](=[O:40])([O-:41])[OH:42].[CH3:16][c:17]1[cH:18][c:19]([NH2:20])[cH:21][cH:22][c:23]1[O:24][c:25]1[cH:26][n:27][c:28]([CH3:31])[cH:29][cH:30]1.[CH3:32][N:33]1[CH2:34][CH2:35][CH2:36][C:37]1=[O:38].[Cl:1][c:2]1[c:3]2[c:4]([n:5][cH:6][n:7]1)[cH:8][cH:9][n:10]2[CH2:11][CH2:12][O:13][CH2:14][CH3:15].[Na+:43]>>[c:2]1([NH:20][c:19]2[cH:18][c:17]([CH3:16])[c:23]([O:24][c:25]3[cH:26][n:27][c:28]([CH3:31])[cH:29][cH:30]3)[cH:22][cH:21]2)[c:3]2[c:4]([n:5][cH:6][n:7]1)[cH:8][cH:9][n:10]2[CH2:11][CH2:12][O:13][CH2:14][CH3:15].